The task is: describe an organic reaction: reactants, conditions, products, and yield. This data is from the Open Reaction Database (ORD), a public repository of structured organic reaction records. Starting materials: Br.N1(CCCC1)C1=C(C=CC=C1)CC(=O)O ([2-(1-pyrrolidinyl)phenyl]acetic acid hydrobromide), Cl.C1(=CC=CC=C1)C1(CCSC2CNCC21)C2=CC=CC=C2 ((4aRS,7aRS)4,4-diphenylperhydrothiopyrano[2,3-c]pyrrole hydrochloride). The product is N1(CCCC1)C1=C(C=CC=C1)CC(=O)N1CC2C(C1)C(CCS2)(C2=CC=CC=C2)C2=CC=CC=C2 ((4aRS,7aRS)6-{[2-(1-pyrrolidinyl)phenyl]acetyl}4,4-diphenylperhydrothiopyrano[2,3-c]pyrrole). The yield is 30.9%. Reaction SMILES: Br.[N:2]1([C:7]2[CH:12]=[CH:11][CH:10]=[CH:9][C:8]=2[CH2:13][C:14]([OH:16])=O)[CH2:6][CH2:5][CH2:4][CH2:3]1.Cl.[C:18]1([C:24]2([C:33]3[CH:38]=[CH:37][CH:36]=[CH:35][CH:34]=3)[CH:32]3[CH:28]([CH2:29][NH:30][CH2:31]3)[S:27][CH2:26][CH2:25]2)[CH:23]=[CH:22][CH:21]=[CH:20][CH:19]=1>>[N:2]1([C:7]2[CH:12]=[CH:11][CH:10]=[CH:9][C:8]=2[CH2:13][C:14]([N:30]2[CH2:31][CH:32]3[C:24]([C:18]4[CH:23]=[CH:22][CH:21]=[CH:20][CH:19]=4)([C:33]4[CH:38]=[CH:37][CH:36]=[CH:35][CH:34]=4)[CH2:25][CH2:26][S:27][CH:28]3[CH2:29]2)=[O:16])[CH2:3][CH2:4][CH2:5][CH2:6]1 |f:0.1,2.3|. Procedure details: By carrying out the procedure as in Example of Use 1, using 1.85 g of [2-(1-pyrrolidinyl)phenyl]acetic acid hydrobromide and 2.0 g of (4aRS,7aRS)4,4-diphenylperhydrothiopyrano[2,3-c]pyrrole hydrochloride, 0.90 g of (4aRS,7aRS)6-{[2-(1-pyrrolidinyl)phenyl]acetyl}4,4-diphenylperhydrothiopyrano[2,3-c]pyrrole is obtained in the form of white crystals; melting point 166° C. Reactants: N1(CCOCC1)C(=O)N1CC(CC(C1)C1=CC=C(C=C1)C(F)(F)F)C(N)=S (1-(Morpholin-4-ylcarbonyl)-5-[4-(trifluoromethyl)phenyl]piperidine-3-carbothioamide), BrCC(=O)C1=NC=CC=C1 (2-bromo-1-pyridin-2-ylethanone). Product: N1=C(C=CC=C1)C=1N=C(SC1)C1CN(CC(C1)C1=CC=C(C=C1)C(F)(F)F)C(=O)N1CCOCC1 (4-({3-(4-Pyridin-2-yl-1,3-thiazol-2-yl)-5-[4-(trifluoromethyl)phenyl]piperidin-1-yl}carbonyl)-morpholine). As a reaction SMILES: [N:1]1([C:7]([N:9]2[CH2:14][CH:13]([C:15]3[CH:20]=[CH:19][C:18]([C:21]([F:24])([F:23])[F:22])=[CH:17][CH:16]=3)[CH2:12][CH:11]([C:25](=[S:27])[NH2:26])[CH2:10]2)=[O:8])[CH2:6][CH2:5][O:4][CH2:3][CH2:2]1.Br[CH2:29][C:30]([C:32]1[CH:37]=[CH:36][CH:35]=[CH:34][N:33]=1)=O>>[N:33]1[CH:34]=[CH:35][CH:36]=[CH:37][C:32]=1[C:30]1[N:26]=[C:25]([CH:11]2[CH2:12][CH:13]([C:15]3[CH:20]=[CH:19][C:18]([C:21]([F:22])([F:23])[F:24])=[CH:17][CH:16]=3)[CH2:14][N:9]([C:7]([N:1]3[CH2:6][CH2:5][O:4][CH2:3][CH2:2]3)=[O:8])[CH2:10]2)[S:27][CH:29]=1. Procedure details: 100 mg (0.224 mmol) of 1-(morpholin-4-ylcarbonyl)-5-[4-(trifluoromethyl)phenyl]piperidine-3-carbothioamide (Example 53A) and 76 mg (0.269 mmol) of 2-bromo-1-pyridin-2-ylethanone were reacted according to the General Method 3. Yield: 8 mg (7% of theory) Starting materials: CC(=O)OCC12CCC(=O)C=C1CCC1C3CC=CC3(C)CCC12, CO, [K+], [OH-]. Yields the product CC12C=CCC1C1CCC3=CC(=O)CCC3(CO)C1CC2. Reaction SMILES: [C:1](=[O:2])([CH3:3])[O:4][CH2:5][C:6]12[CH2:7][CH2:8][C:9](=[O:24])[CH:10]=[C:11]1[CH2:12][CH2:13][CH:14]1[CH:15]3[CH2:16][CH:17]=[CH:18][C:19]3([CH3:20])[CH2:21][CH2:22][CH:23]21.[CH3:27][OH:28].[K+:26].[OH-:25]>>[OH:4][CH2:5][C:6]12[CH2:7][CH2:8][C:9](=[O:24])[CH:10]=[C:11]1[CH2:12][CH2:13][CH:14]1[CH:15]3[CH2:16][CH:17]=[CH:18][C:19]3([CH3:20])[CH2:21][CH2:22][CH:23]21. Starting materials: OC1CCCC(Nc2ccc3ncc(Br)n3c2)C1, O=C([O-])[O-], COc1cc(B2OC(C)(C)C(C)(C)O2)cc(Cl)n1, [Na+], [Na+], C1COCCO1, O. Reaction SMILES: [Br:1][c:2]1[cH:3][n:4][c:5]2[n:6]1[cH:7][c:8]([NH:11][CH:12]1[CH2:13][CH:14]([OH:18])[CH2:15][CH2:16][CH2:17]1)[cH:9][cH:10]2.[C:37](=[O:38])([O-:39])[O-:40].[Cl:19][c:20]1[n:21][c:22]([O:35][CH3:36])[cH:23][c:24]([B:26]2[O:27][C:28]([CH3:29])([CH3:30])[C:31]([CH3:32])([CH3:33])[O:34]2)[cH:25]1.[Na+:41].[Na+:42].[O:43]1[CH2:44][CH2:45][O:46][CH2:47][CH2:48]1.[OH2:49]>>[c:2]1(-[c:24]2[cH:23][c:22]([O:35][CH3:36])[n:21][c:20]([Cl:19])[cH:25]2)[cH:3][n:4][c:5]2[n:6]1[cH:7][c:8]([NH:11][CH:12]1[CH2:13][CH:14]([OH:18])[CH2:15][CH2:16][CH2:17]1)[cH:9][cH:10]2. Product: COc1cc(-c2cnc3ccc(NC4CCCC(O)C4)cn23)cc(Cl)n1. Reactants: Br, CC(=O)O, COc1ccc(CCCC(=O)O)cc1. Yields the product O=C(O)CCCc1ccc(O)cc1. Reaction SMILES: [BrH:15].[C:16]([OH:17])(=[O:18])[CH3:19].[CH3:1][O:2][c:3]1[cH:4][cH:5][c:6]([CH2:9][CH2:10][CH2:11][C:12](=[O:13])[OH:14])[cH:7][cH:8]1>>[OH:2][c:3]1[cH:4][cH:5][c:6]([CH2:9][CH2:10][CH2:11][C:12](=[O:13])[OH:14])[cH:7][cH:8]1. Starting materials: C1(CC1)S(=O)(=O)NCC1=CC(=CC=C1)[N+](=O)[O-] (N-Cyclopropylsulfonyl-3-nitrobenzylamine). Reagents/catalysts: [Pd] (Pd—C). The solvent is CO (methanol). Product: C1(CC1)S(=O)(=O)NCC1=CC(=CC=C1)N (N-cyclopropylsulfonyl-3-aminobenzylamine). RXN SMILES: [CH:1]1([S:4]([NH:7][CH2:8][C:9]2[CH:14]=[CH:13][CH:12]=[C:11]([N+:15]([O-])=O)[CH:10]=2)(=[O:6])=[O:5])[CH2:3][CH2:2]1>CO.[Pd]>[CH:1]1([S:4]([NH:7][CH2:8][C:9]2[CH:14]=[CH:13][CH:12]=[C:11]([NH2:15])[CH:10]=2)(=[O:6])=[O:5])[CH2:3][CH2:2]1. Reported procedure: N-Cyclopropylsulfonyl-3-nitrobenzylamine was dissolved in methanol (50 mL) and to the solution was added 10% Pd—C. The reaction mixture was reacted under hydrogen atmosphere (˜40 psi) for 2 h. The catalyst was filtered off over celite and washed with methanol. The filtrate was evaporated to give N-cyclopropylsulfonyl-3-aminobenzylamine. 1H NMR (DMSO-d6): δ 0.88 (d, J=6.6 Hz, 4H), 2.44 (m, 1H), 4.00 (d, J=6.3 Hz, 2H), 5.08 (br, 2H), 6.44 (t, J=9.0 Hz, 2H), 6.53 (s, 1H), 6.94 (t, J=7.8 Hz, 1H), 7....